Dataset: the Open Reaction Database (ORD), a public repository of structured organic reaction records. Task: describe an organic reaction: reactants, conditions, products, and yield Reactants: [OH-].[Na+] (sodium hydroxide), C(C)OC(=O)C1CCN(CC1)CCCN1C2=C(CCC3=C1C=CC=C3)C=CC=C2 (1-(3-(10,11-dihydro-5H-dibenz[b,f]azepin-5-yl)-1-propyl)-4-piperidinecarboxylic acid ethyl ester), Cl (hydrochloric acid). The solvent is C(C)(=O)OCC (ethyl acetate), O (water), CO (methanol), C(C)(=O)OCC (ethyl acetate), C(C)O (ethanol), O (water). Conditions: time 3.5 hour. Product: Cl.C1=CC=CC=2N(C3=C(CCC21)C=CC=C3)CCCN3CCC(CC3)C(=O)O (1-(3-(10,11-Dihydro-5H-dibenz[b,f]azepin-5-yl)-1-propyl)-4-piperidinecarboxylic Acid Hydrochloride). Isolated yield 88.0%. RXN SMILES: C([O:3][C:4]([CH:6]1[CH2:11][CH2:10][N:9]([CH2:12][CH2:13][CH2:14][N:15]2[C:21]3[CH:22]=[CH:23][CH:24]=[CH:25][C:20]=3[CH2:19][CH2:18][C:17]3[CH:26]=[CH:27][CH:28]=[CH:29][C:16]2=3)[CH2:8][CH2:7]1)=[O:5])C.[OH-].[Na+].[ClH:32]>C(O)C.O.CO.C(OCC)(=O)C>[ClH:32].[CH:26]1[C:17]2[CH2:18][CH2:19][C:20]3[CH:25]=[CH:24][CH:23]=[CH:22][C:21]=3[N:15]([CH2:14][CH2:13][CH2:12][N:9]3[CH2:8][CH2:7][CH:6]([C:4]([OH:5])=[O:3])[CH2:11][CH2:10]3)[C:16]=2[CH:29]=[CH:28][CH:27]=1 |f:1.2,8.9|. Procedure details: The above ester (1.01 g, 2.57 mmol) was dissolved in ethanol (10 ml), and a solution of sodium hydroxide (0.59 g, 14.8 mmol) in water (1.5 ml) was added. The resulting mixture was stirred at room temperature for 3.5 h. A mixture of water (20 ml) and concentrated hydrochloric acid (3.0 ml) was added, and the aqueous phase was extracted with dichloromethane (3×15 ml). The combined organic extracts were washed with brine (20 ml) and dried (MgSO4). Evaporation of the solvent gave a foam, which was r...